From a dataset of the Open Reaction Database (ORD), a public repository of structured organic reaction records. describe an organic reaction: reactants, conditions, products, and yield Reaction SMILES: [OH-].[Na+].[CH2:3]1[CH:12]2[CH:7]([O:8][C:9]3[CH:16]=[CH:15][CH:14]=[CH:13][C:10]=3[O:11]2)[CH:6]([OH:17])[CH2:5][CH2:4]1.Cl.Cl[CH2:20][CH2:21][N:22]1[CH2:27][CH2:26][O:25][CH2:24][CH2:23]1>>[O:25]1[CH2:26][CH2:27][N:22]([CH2:21][CH2:20][O:17][CH:6]2[CH:7]3[O:8][C:9]4[CH:16]=[CH:15][CH:14]=[CH:13][C:10]=4[O:11][CH:12]3[CH2:3][CH2:4][CH2:5]2)[CH2:23][CH2:24]1 |f:0.1,3.4|. Conditions: time 5 hour. Reported procedure: In a 10-liter reactor there were introduced 6 kg of 50% caustic soda solution, 1,150 g (5.576 moles) of the alcohol of Example 1, 986 g (5.3 moles) of 4-(2-chloroethyl)morpholine hydrochloride and 0.5 g of crown ether 18-crown-6 (1,4,7,10,13,16-hexaoxacycloocta-decane), and the mixture was then brought to 120° C. for 5 hours with stirring. After being cooled, the mixture was extracted with ether and the extract was washed with water dried over Na2SO4 and filtered, the solvent was evaporated and ... The reactants are [OH-].[Na+] (caustic soda), C1CCC(C2OC3=C(OC21)C=CC=C3)O (1,2,3,4,4a,10a-hexahydrodibenzo[b,e][1,4]-dioxin-4-ol), Cl.ClCCN1CCOCC1 (4-(2-chloroethyl)morpholine hydrochloride), crown ether. Yields the product O1CCN(CC1)CCOC1CCCC2C1OC1=C(O2)C=CC=C1 (4-(2-morpholinoethoxy)-1,2,3,4,4a,10a-hexahydrodibenzo[b,e][1,4]dioxin). Reaction conditions: time 0.5 hour. Reported procedure: To a solution of 2-methylbenzenesulfonyl chloride (37.4 g, 0.196 mol) in methylene chloride (300 ml) at -5° to 0° under nitrogen was added liquid methylamine (27.5 ml, 0.588 mol) at a rate to maintain an internal temperature less than 10°. The reaction mixture was stirred at 0° for 1/2 hour and then allowed to warm to room temperature. After 11/4 hours, filtration and concentration of the filtrate gave an oil which solidified upon cooling. Washing the solid with n-butyl chloride gave N,2-dimethy... The solvent is C(Cl)Cl (methylene chloride). The yield is 78.2%. Reactants: CC1=C(C=CC=C1)S(=O)(=O)Cl (2-methylbenzenesulfonyl chloride), CN (methylamine). As a reaction SMILES: [CH3:1][C:2]1[CH:7]=[CH:6][CH:5]=[CH:4][C:3]=1[S:8](Cl)(=[O:10])=[O:9].[CH3:12][NH2:13]>C(Cl)Cl>[CH3:12][NH:13][S:8]([C:3]1[CH:4]=[CH:5][CH:6]=[CH:7][C:2]=1[CH3:1])(=[O:10])=[O:9]. Yields the product CNS(=O)(=O)C1=C(C=CC=C1)C (N,2-dimethylbenzenesulfonamide). Starting materials: [Ge](F)(F)(F)F (GeF4), 1,2-dichloro-1,2,2,2-tetrafluoroethane, [Al+3].[Cl-].[Cl-].[Cl-] (AlCl3), fluorine-substituted chloroethanes, ClC(C(Cl)(Cl)Cl)(Cl)Cl (hexachloroethane), ClC(C(Cl)(Cl)Cl)(Cl)Cl (hexachloroethane), [Ge](F)(F)(F)F (GeF4), ClC(C(F)(F)F)(F)F (1-chloro-1,1,2,2,2-pentafluoroethane), ClC(C(F)(F)F)(Cl)Cl (1,1,1-trichloro-2,2,2-trifluoroethane), ClC(C(Cl)(Cl)Cl)(Cl)Cl (hexachloroethane), [Ge](F)(F)(F)F (GeF4), ClC(C(Cl)(Cl)Cl)(Cl)Cl (hexachloroethane), [Ge](F)(F)(F)F (GeF4). Run in C(C(F)(Cl)Cl)(F)(F)Cl (CFC-113). The product is C(C(F)(Cl)Cl)(F)(F)F (CFC-114a), C(C(F)(F)Cl)(F)(F)F (CFC-115). Yield: 27.0%. RXN SMILES: [Ge](F)(F)(F)F.ClC(Cl)(Cl)C(Cl)(Cl)Cl.[Al+3].[Cl-].[Cl-].[Cl-].[Cl:18][C:19]([Cl:25])(Cl)[C:20]([F:23])([F:22])[F:21].[Cl:26][C:27]([F:33])([F:32])[C:28]([F:31])([F:30])[F:29]>C(Cl)(F)(F)C(Cl)(Cl)F>[C:20]([F:23])([F:22])([F:21])[C:19]([Cl:25])([Cl:18])[F:29].[C:28]([F:31])([F:30])([F:29])[C:27]([Cl:26])([F:33])[F:32] |f:2.3.4.5|. Procedure details: In the reactor 101, GeF4 and hexachloroethane in the reaction feed contact the catalyst (e.g., AlCl3) held in the catalyst bed. The reactor 101 can be at a temperature of about 220° to about 375° C. and at a pressure of about 500 to 800 psig (i.e., about 3.45 MPa to about 5.52 MPa). In one embodiment, the inventor has observed that hexachloroethane and GeF4 in the reaction feed can react to form CFC-113 with high yield and good selectivity at a reaction temperature of about 310° C. and a molar r... Starting materials: COC=1C=CC(=CC1)CO (p-methoxybenzyl alcohol), FC(F)CC(=S)Cl (difluoromethylthioacetyl chloride). The solvent is ClCCl (dichloromethane). Product: FC(F)CC(=S)OCC1=CC=C(C=C1)OC (p-methoxybenzyl difluoromethylthioacetate). Isolated yield 80.4%. RXN SMILES: [CH3:1][O:2][C:3]1[CH:4]=[CH:5][C:6]([CH2:9][OH:10])=[CH:7][CH:8]=1.[F:11][CH:12]([CH2:14][C:15](Cl)=[S:16])[F:13]>ClCCl>[F:11][CH:12]([CH2:14][C:15]([O:10][CH2:9][C:6]1[CH:7]=[CH:8][C:3]([O:2][CH3:1])=[CH:4][CH:5]=1)=[S:16])[F:13]. Reported procedure: To a stirred and ice cooled solution of p-methoxybenzyl alcohol (1.2 equivalents) in dichloromethane (5 parts by weight) is added dropwise difluoromethylthioacetyl chloride, and the mixture is stirred for 4 hours. The mixture is washed with water, dried and concentrated. The residual liquid is distilled to give oily p-methoxybenzyl difluoromethylthioacetate. Yield: 80.4%. The reactants are C1CCOC1, CC1(C)OB(c2cccc3[nH]ccc23)OC1(C)C, Nc1ccc(Br)cn1, [Na+], [OH-], [Pd]. Product: Nc1ccc(-c2cccc3[nH]ccc23)cn1. RXN SMILES: [CH2:30]1[O:31][CH2:32][CH2:33][CH2:34]1.[CH3:3][C:4]1([CH3:5])[C:6]([CH3:7])([CH3:8])[O:9][B:10]([c:11]2[c:12]3[cH:13][cH:14][nH:15][c:16]3[cH:17][cH:18][cH:19]2)[O:20]1.[NH2:21][c:22]1[n:23][cH:24][c:25]([Br:28])[cH:26][cH:27]1.[Na+:2].[OH-:1].[Pd:29]>>[c:11]1(-[c:25]2[cH:24][n:23][c:22]([NH2:21])[cH:27][cH:26]2)[c:12]2[cH:13][cH:14][nH:15][c:16]2[cH:17][cH:18][cH:19]1. The reactants are diaryl, COC1=CC=C(C=C1)CC(=O)O (2-(4-methoxyphenyl)acetic acid), C1(=CC=CC=C1)OC (anisole). Yields the product COC1=CC=C(C=C1)C(CC1=CC=C(C=C1)OC)=O (1,2-bis(4-methoxyphenyl)ethanone). The yield is 51.9%. As a reaction SMILES: [CH3:1][O:2][C:3]1[CH:8]=[CH:7][C:6]([CH2:9][C:10]([OH:12])=O)=[CH:5][CH:4]=1.[C:13]1([O:19][CH3:20])[CH:18]=[CH:17][CH:16]=[CH:15][CH:14]=1>>[CH3:20][O:19][C:13]1[CH:18]=[CH:17][C:16]([C:10](=[O:12])[CH2:9][C:6]2[CH:5]=[CH:4][C:3]([O:2][CH3:1])=[CH:8][CH:7]=2)=[CH:15][CH:14]=1. Reported procedure: The diaryl product was obtained using the same synthetic methods as shown in Example 25, step 5, using 2-(4-methoxyphenyl)acetic acid (5.0 g, 30.1 mmol, 1.00 equiv) and anisole (16 g, 148.1 mmol, 5.00 equiv) as reactants. Purification via silica gel column (ethyl acetate/petroleum ether (1:10)) afforded 4.0 g (52%) of 1,2-bis(4-methoxyphenyl)ethanone as a white solid. Starting materials: COc1cc(C)c(C=CC(C)=CC=CC(C)=CC(=O)O)c(C)c1C, CC(C)N, [Cl-]. Yields the product COc1cc(C)c(C=CC(C)=CC=CC(C)=CC(=O)NC(C)C)c(C)c1C. RXN SMILES: [CH3:2][O:3][c:4]1[c:5]([CH3:25])[c:6]([CH3:24])[c:7]([CH:11]=[CH:12][C:13](=[CH:14][CH:15]=[CH:16][C:17](=[CH:18][C:19](=[O:20])[OH:21])[CH3:22])[CH3:23])[c:8]([CH3:10])[cH:9]1.[CH:26]([CH3:27])([CH3:28])[NH2:29].[Cl-:1]>>[CH3:2][O:3][c:4]1[c:5]([CH3:25])[c:6]([CH3:24])[c:7]([CH:11]=[CH:12][C:13](=[CH:14][CH:15]=[CH:16][C:17](=[CH:18][C:19](=[O:21])[NH:29][CH:26]([CH3:27])[CH3:28])[CH3:22])[CH3:23])[c:8]([CH3:10])[cH:9]1.